Dataset: the Open Reaction Database (ORD), a public repository of structured organic reaction records. Task: describe an organic reaction: reactants, conditions, products, and yield Reactants: C1COCCO1, Cl, CCc1sc(-c2ccc(C(=O)OC)cc2C)nc1-c1ccc(C(F)(F)F)cc1CN1C(=O)OC(c2cc(C(F)(F)F)cc(C(F)(F)F)c2)C1C, [Li+], [OH-], O. The product is CCc1sc(-c2ccc(C(=O)O)cc2C)nc1-c1ccc(C(F)(F)F)cc1CN1C(=O)OC(c2cc(C(F)(F)F)cc(C(F)(F)F)c2)C1C. As a reaction SMILES: [CH2:54]1[O:55][CH2:56][CH2:57][O:58][CH2:59]1.[ClH:53].[F:1][C:2]([c:3]1[cH:4][c:5]([CH:13]2[CH:14]([CH3:48])[N:15]([CH2:19][c:20]3[c:21](-[c:30]4[n:31][c:32](-[c:37]5[c:38]([CH3:47])[cH:39][c:40]([C:41](=[O:42])[O:43][CH3:44])[cH:45][cH:46]5)[s:33][c:34]4[CH2:35][CH3:36])[cH:22][cH:23][c:24]([C:26]([F:27])([F:28])[F:29])[cH:25]3)[C:16](=[O:18])[O:17]2)[cH:6][c:7]([C:9]([F:10])([F:11])[F:12])[cH:8]1)([F:49])[F:50].[Li+:52].[OH-:51].[OH2:60]>>[F:1][C:2]([c:3]1[cH:4][c:5]([CH:13]2[CH:14]([CH3:48])[N:15]([CH2:19][c:20]3[c:21](-[c:30]4[n:31][c:32](-[c:37]5[c:38]([CH3:47])[cH:39][c:40]([C:41](=[O:42])[OH:43])[cH:45][cH:46]5)[s:33][c:34]4[CH2:35][CH3:36])[cH:22][cH:23][c:24]([C:26]([F:27])([F:28])[F:29])[cH:25]3)[C:16](=[O:18])[O:17]2)[cH:6][c:7]([C:9]([F:10])([F:11])[F:12])[cH:8]1)([F:49])[F:50]. Yields the product C(C1=CC=CC=C1)N1CCC(CC1)=CC#N (1-Benzylpiperidin-4-ylideneacetonitrile). Reaction conditions: time 15 minute. The reactants are C(#N)CP(OCC)(OCC)=O (diethyl cyanomethylphosphonate), C([O-])([O-])=O.[K+].[K+] (potassium carbonate), C(C1=CC=CC=C1)N1CCC(CC1)=O (Benzyl-piperidin-4-one), C(C1=CC=CC=C1)N1CCC(CC1)=O (Benzyl-piperidin-4-one). Procedure: A mixture of diethyl cyanomethylphosphonate (2.06 g, 11.62 mmol) and anhydrous potassium carbonate (1.6 g, 11.62 mmol) in dry THF (10 mL) was stirred at room temperature for 15 min and then refluxed for 20 min. After cooling to room temperature, benzyl-piperidin-4-one (compound of Example 25; 2 g, 10.56 mmol) was added and the mixture was heated at reflux for 16 h (˜70° C.). The reaction mixture was cooled to room temperature, filtered and quenched with ice water (25 mL). The resulting mixture w... Solvent: C1CCOC1 (THF). As a reaction SMILES: [C:1]([CH2:3]P(=O)(OCC)OCC)#[N:2].C(=O)([O-])[O-].[K+].[K+].[CH2:18]([N:25]1[CH2:30][CH2:29][C:28](=O)[CH2:27][CH2:26]1)[C:19]1[CH:24]=[CH:23][CH:22]=[CH:21][CH:20]=1>C1COCC1>[CH2:18]([N:25]1[CH2:30][CH2:29][C:28](=[CH:3][C:1]#[N:2])[CH2:27][CH2:26]1)[C:19]1[CH:24]=[CH:23][CH:22]=[CH:21][CH:20]=1 |f:1.2.3|. As a reaction SMILES: FC(F)(F)C(O)=O.C([NH:12][C:13]1[C:18]([F:19])=[CH:17][C:16]([CH3:20])=[C:15]([NH:21]C(C)(C)CC(C)(C)C)[N:14]=1)(C)(C)C>>[NH2:12][C:13]1[C:18]([F:19])=[CH:17][C:16]([CH3:20])=[C:15]([NH2:21])[N:14]=1. Reaction conditions: time 30 minute. Procedure: To 800 mg of trifluoroacetic acid was added 340 mg of 2-t-butylamino-3-fluoro-5-methyl-6-(1,1,3,3-tetramethylbutylamino)pyridine, and the mixture was allowed to stand at room temperature for 30 minutes. The solution was concentrated under reduced pressure to obtain crude 2,6-diamino-3-fluoro-5-methylpyridine as a pale brown solid residue. The reactants are FC(C(=O)O)(F)F (trifluoroacetic acid), C(C)(C)(C)NC1=NC(=C(C=C1F)C)NC(CC(C)(C)C)(C)C (2-t-butylamino-3-fluoro-5-methyl-6-(1,1,3,3-tetramethylbutylamino)pyridine). The product is NC1=NC(=C(C=C1F)C)N (2,6-diamino-3-fluoro-5-methylpyridine). Reactants: C1(=CC=CC=C1)C (Toluene), ice, C(C)(C)(C)OC(=O)N[C@H](C(=O)NC1=C(C=C(C=C1)F)N[C@H]1CN(CCC1)CCOC(C(C)(C)C)=O)CC (2,2-dimethylpropionic acid 2-{(R)-3-[2-((S)-2-tert-butoxycarbonylaminobutyrylamino)-5-fluorophenylamino]piperidin-1-yl}ethyl ester), C(=O)(C(F)(F)F)O (TFA). The solvent is C(Cl)Cl (DCM). Conditions: time 1.5 hour. The product is N[C@H](C(=O)NC1=C(C=C(C=C1)F)N[C@H]1CN(CCC1)CCOC(C(C)(C)C)=O)CC (2,2-Dimethylpropionic acid 2-{(R)-3-[2-((S)-2-aminobutyrylamino)-5-fluorophenylamino]piperidin-1-yl}ethyl ester). The yield is 99.7%. Reaction SMILES: C(OC([NH:8][C@@H:9]([CH2:36][CH3:37])[C:10]([NH:12][C:13]1[CH:18]=[CH:17][C:16]([F:19])=[CH:15][C:14]=1[NH:20][C@@H:21]1[CH2:26][CH2:25][CH2:24][N:23]([CH2:27][CH2:28][O:29][C:30](=[O:35])[C:31]([CH3:34])([CH3:33])[CH3:32])[CH2:22]1)=[O:11])=O)(C)(C)C.C(O)(C(F)(F)F)=O.C1(C)C=CC=CC=1>C(Cl)Cl>[NH2:8][C@@H:9]([CH2:36][CH3:37])[C:10]([NH:12][C:13]1[CH:18]=[CH:17][C:16]([F:19])=[CH:15][C:14]=1[NH:20][C@@H:21]1[CH2:26][CH2:25][CH2:24][N:23]([CH2:27][CH2:28][O:29][C:30](=[O:35])[C:31]([CH3:32])([CH3:33])[CH3:34])[CH2:22]1)=[O:11]. Procedure details: To an ice-cooled solution of 2,2-dimethylpropionic acid 2-{(R)-3-[2-((S)-2-tert-butoxycarbonylaminobutyrylamino)-5-fluorophenylamino]piperidin-1-yl}ethyl ester (0.732 g, 1.4 mmol) in DCM (25 mL) was added TFA (6 mL) and the mixture stirred at RT for 1.5 h. Toluene was added and volatiles removed in vacuo, the resulting residue was dissolved in MeOH and loaded onto an Isolute® SCX-2 cartridge. The cartridge was washed with MeOH and the product eluted with 0.5M NH3/MeOH. The product containing fra... The reactants are CC1(OB(OC1(C)C)C1=C(N)C=CC=C1)C (2-(4,4,5,5-tetramethyl-1,3,2-dioxaborolan-2-yl)aniline), C(C(C)C)S(=O)(=O)Cl (isobutylsulfonyl chloride). Product: CC1(OB(OC1(C)C)C1=C(C=CC=C1)NS(=O)(=O)CC(C)C)C (N-(2-(4,4,5,5-Tetramethyl-1,3,2-dioxaborolan-2-yl)phenyl)-2-methylpropane-sulfonamide). RXN SMILES: [CH3:1][C:2]1([CH3:16])[C:6]([CH3:8])([CH3:7])[O:5][B:4]([C:9]2[CH:15]=[CH:14][CH:13]=[CH:12][C:10]=2[NH2:11])[O:3]1.[CH2:17]([S:21](Cl)(=[O:23])=[O:22])[CH:18]([CH3:20])[CH3:19]>>[CH3:8][C:6]1([CH3:7])[C:2]([CH3:16])([CH3:1])[O:3][B:4]([C:9]2[CH:15]=[CH:14][CH:13]=[CH:12][C:10]=2[NH:11][S:21]([CH2:17][CH:18]([CH3:20])[CH3:19])(=[O:23])=[O:22])[O:5]1. Procedure: The title compound was prepared using methods analogous to those described in Step B of Example 490 using 2-(4,4,5,5-tetramethyl-1,3,2-dioxaborolan-2-yl)aniline and isobutylsulfonyl chloride. 1H NMR (400 MHz, CDCl3) δ 8.48 (s, 1H), 7.81-7.75 (m, 1H), 7.63-7.58 (m, 1H), 7.49-7.41 (m, 1H), 7.14-7.06 (m, 1H), 2.96 (d, J=10.1, 2H), 2.39-2.19 (m, 1H), 1.37 (s, 12H), 1.11-0.99 (m, 6H). The reactants are O[C@@H](CC(C#N)C1=CC=C(C=C1)C1=CC=C(C=C1)OC)CCCCCC ((4R)-4-hydroxy-2-[4-(4-methoxyphenyl)phenyl]decanenitrile), C1(=CC=C(C=C1)S(=O)(=O)Cl)C (p-toluenesulfonyl chloride). The reagents and catalysts are CN(C)C=1C=CN=CC1 (DMAP). The solvent is N1=CC=CC=C1 (pyridine), N1=CC=CC=C1 (pyridine). Reaction conditions: time 8 hour. The product is C1(=CC=C(C=C1)S(=O)(=O)O[C@@H](CC(C#N)C1=CC=C(C=C1)C1=CC=C(C=C1)OC)CCCCCC)C ((4R)-4-p-toluenesulfonyloxy-2-[4-(4-methoxyphenyl)phenyl]decanenitrile). Yield: 48.5%. As a reaction SMILES: [OH:1][C@H:2]([CH2:21][CH2:22][CH2:23][CH2:24][CH2:25][CH3:26])[CH2:3][CH:4]([C:7]1[CH:12]=[CH:11][C:10]([C:13]2[CH:18]=[CH:17][C:16]([O:19][CH3:20])=[CH:15][CH:14]=2)=[CH:9][CH:8]=1)[C:5]#[N:6].[C:27]1([CH3:37])[CH:32]=[CH:31][C:30]([S:33](Cl)(=[O:35])=[O:34])=[CH:29][CH:28]=1>N1C=CC=CC=1.CN(C1C=CN=CC=1)C>[C:27]1([CH3:37])[CH:32]=[CH:31][C:30]([S:33]([O:1][C@H:2]([CH2:21][CH2:22][CH2:23][CH2:24][CH2:25][CH3:26])[CH2:3][CH:4]([C:7]2[CH:12]=[CH:11][C:10]([C:13]3[CH:14]=[CH:15][C:16]([O:19][CH3:20])=[CH:17][CH:18]=3)=[CH:9][CH:8]=2)[C:5]#[N:6])(=[O:35])=[O:34])=[CH:29][CH:28]=1. Reported procedure: To a solution of 186 mg (0.53 mmol) of (4R)-4-hydroxy-2-[4-(4-methoxyphenyl)phenyl]decanenitrile in 10 ml of pyridine were added a solution of 303 mg (1.6 mmol) of p-toluenesulfonyl chloride in 20 ml of pyridine and 10 mg of DMAP. The resulting mixture was stirred at room temperature overnight. The pyridine was then removed by evaporation under reduced pressure. The residue was separated and purified by column chromatography (hexane/ethyl acetate=4/1), thereby obtaining 130 mg (yield 49%) of (4R... Starting materials: CC(=O)O[BH-](OC(C)=O)OC(C)=O, CO, CCOCC, ClCCl, Cl, NCC1CN(CCn2c(=O)ccc3ccc(F)cc32)CC1O, [Na+], O=Cc1ccc2c(n1)NC(=O)CO2. Product: O=C1COc2ccc(CNCC3CN(CCn4c(=O)ccc5ccc(F)cc54)CC3O)nc2N1. As a reaction SMILES: [C:36]([O:37][BH-:38]([O:39][C:40](=[O:41])[CH3:42])[O:43][C:44](=[O:45])[CH3:46])(=[O:47])[CH3:48].[CH3:51][OH:52].[CH3:53][CH2:54][O:55][CH2:56][CH3:57].[Cl:58][CH2:59][Cl:60].[ClH:50].[NH2:1][CH2:2][CH:3]1[CH2:4][N:5]([CH2:9][CH2:10][n:11]2[c:12](=[O:22])[cH:13][cH:14][c:15]3[cH:16][cH:17][c:18]([F:21])[cH:19][c:20]23)[CH2:6][CH:7]1[OH:8].[Na+:49].[O:23]=[C:24]1[NH:25][c:26]2[c:27]([cH:30][cH:31][c:32]([CH:34]=[O:35])[n:33]2)[O:28][CH2:29]1>>[NH:1]([CH2:2][CH:3]1[CH2:4][N:5]([CH2:9][CH2:10][n:11]2[c:12](=[O:22])[cH:13][cH:14][c:15]3[cH:16][cH:17][c:18]([F:21])[cH:19][c:20]23)[CH2:6][CH:7]1[OH:8])[CH2:34][c:32]1[cH:31][cH:30][c:27]2[c:26]([n:33]1)[NH:25][C:24](=[O:23])[CH2:29][O:28]2.